Task: describe an organic reaction: reactants, conditions, products, and yield. Dataset: the Open Reaction Database (ORD), a public repository of structured organic reaction records Reactants: C(C)(C)(C)OC(=O)N1CCC(CC1)N(S(=O)(=O)C)CC1=CC(=CC=C1)C1=NC(=NC=C1F)Cl (4-{[3-(2-Chloro-5-fluoro-pyrimidin-4-yl)-benzyl]-methanesulfonyl-amino}-piperidine-1-carboxylic acid tert-butyl ester), C(CC1=CC=CC=C1)N (phenethylamine), 484. The product is FC=1C(=NC(=NC1)NCCC1=CC=CC=C1)C=1C=C(CN(S(=O)(=O)C)C2CCNCC2)C=CC1 (N-[3-(5-Fluoro-2-phenethylamino-pyrimidin-4-yl)-benzyl]-N-piperidin-4-yl-methanesulfonamide). RXN SMILES: C(OC([N:8]1[CH2:13][CH2:12][CH:11]([N:14]([CH2:19][C:20]2[CH:25]=[CH:24][CH:23]=[C:22]([C:26]3[C:31]([F:32])=[CH:30][N:29]=[C:28](Cl)[N:27]=3)[CH:21]=2)[S:15]([CH3:18])(=[O:17])=[O:16])[CH2:10][CH2:9]1)=O)(C)(C)C.[CH2:34]([NH2:42])[CH2:35][C:36]1[CH:41]=[CH:40][CH:39]=[CH:38][CH:37]=1>>[F:32][C:31]1[C:26]([C:22]2[CH:21]=[C:20]([CH:25]=[CH:24][CH:23]=2)[CH2:19][N:14]([CH:11]2[CH2:10][CH2:9][NH:8][CH2:13][CH2:12]2)[S:15]([CH3:18])(=[O:17])=[O:16])=[N:27][C:28]([NH:42][CH2:34][CH2:35][C:36]2[CH:41]=[CH:40][CH:39]=[CH:38][CH:37]=2)=[N:29][CH:30]=1. Procedure details: Intermediate 77 was coupled with phenethylamine following procedure Q. The resulting product was deprotected following procedure R. LC-MS showed the product had the expected M+H+ of 484. 1H NMR (Varian 300 MHz, CD3OD, shifts relative to the solvent peak at 3.3 ppm) δ 8.25 (d, 1H), 8.17 (s, 1H), 7.98 (d, 1H), 7.49 (m, 2H), 7.26 (m, 5H), 4.55 (s, 2H), 3.89 (m, 1H), 3.62 (t, 2H), 3.33 (m, 2H), 3.03 (s, 3H), 2.98 (m, 2H), 2.90 (t, 2H), 1.89 (m, 4H). The reactants are CN1CCC2(CC1)CN(C1=CC=CC=C12)C1=C(C=CC=C1)[N+](=O)[O-] (1'-methyl-1-(2-nitrophenyl)spiro[indoline-3,4'-piperidine]), C(C)O (ethanol), Cl (hydrochloric acid), Cl (hydrochloric acid), N (ammonia), Cl (hydrochloride). The reagents and catalysts are [Zn] (zinc). Run in CCOCC (ether). Yields the product Cl.Cl.NC1=C(C=CC=C1)N1CC2(CCN(CC2)C)C2=CC=CC=C12 (1-(2-aminophenyl)-1'-methylspiro[indoline-3,4'-piperidine]-dihydrochloride). As a reaction SMILES: [CH3:1][N:2]1[CH2:7][CH2:6][C:5]2([C:15]3[C:10](=[CH:11][CH:12]=[CH:13][CH:14]=3)[N:9]([C:16]3[CH:21]=[CH:20][CH:19]=[CH:18][C:17]=3[N+:22]([O-])=O)[CH2:8]2)[CH2:4][CH2:3]1.C(O)C.[ClH:28].N>CCOCC.[Zn]>[ClH:28].[ClH:28].[NH2:22][C:17]1[CH:18]=[CH:19][CH:20]=[CH:21][C:16]=1[N:9]1[C:10]2[C:15](=[CH:14][CH:13]=[CH:12][CH:11]=2)[C:5]2([CH2:6][CH2:7][N:2]([CH3:1])[CH2:3][CH2:4]2)[CH2:8]1 |f:6.7.8|. Procedure details: A large excess, about 20-25 g, of zinc dust is added portionwise to a vigorously stirring solution, at about 0° C., of 10.7 g of 1'-methyl-1-(2-nitrophenyl)spiro[indoline-3,4'-piperidine] (Example 15), in a combined solvent of 75 ml of ethanol and 5 ml of concentrated hydrochloric acid. After total addition, an additional 15 ml of concentrated hydrochloric acid is carefully added to maintain the temperature of the reaction mixture below 70° C. The reaction mixture is basified with concentrated a...